This data is from the Open Reaction Database (ORD), a public repository of structured organic reaction records. The task is: describe an organic reaction: reactants, conditions, products, and yield Reactants: C(C)C1C(CC(C(C(OC(C2CCCCN2C(C(C2(C(CC(C(C(CC(C(C(=C1)C)F)C)OC)O2)OC)C)O)=O)=O)=O)C(=CC2CC(C(CC2)=O)OC)C)C)O[Si](C(C)C)(C(C)C)C(C)C)=O (17-Ethyl-20-fluoro-1-hydroxy-12-[2'-(3"-methoxy-4"-oxo cyclohexyl)-1'-methylvinyl]-14-triisopropylsilyloxy-23,25-dimethoxy-13,19,21,27-tetramethyl-11,28-dioxa-4-aza-tricyclo[22.3.1.04,9 ]octacos-18-ene-2,3,10,16-tetraone), C(C(C)[*:2])[*:1] (polypropylene), C1=CC=NC=C1.F (HF-pyridine). The solvent is O1CCCC1 (tetrahydrofuran), O1CCCC1 (tetrahydrofuran). Yields the product C(C)C1C(CC(C(C(OC(C2CCCCN2C(C(C2(C(CC(C(C(CC(C(C(=C1)C)F)C)OC)O2)OC)C)O)=O)=O)=O)C(=CC2CC(C(CC2)=O)OC)C)C)O)=O (17-Ethyl-20-fluoro-1,14-dihydroxy-12-[2'-(3"-methoxy-4"-oxo-cyclohexyl)-1'-methylvinyl]-23,25-dimethoxy-13,19,21,27-tetramethyl-11,28-dioxa-4-azatricyclo [22.3.1.04,9 ]-octacos-18-ene-2,3,10,16-tetraone). Reaction SMILES: [CH2:1]([CH:3]1[CH:29]=[C:28]([CH3:30])[CH:27]([F:31])[CH:26]([CH3:32])[CH2:25][CH:24]([O:33][CH3:34])[CH:23]2[O:35][C:19]([OH:39])([CH:20]([CH3:38])[CH2:21][CH:22]2[O:36][CH3:37])[C:18](=[O:40])[C:17](=[O:41])[N:16]2[CH:11]([CH2:12][CH2:13][CH2:14][CH2:15]2)[C:10](=[O:42])[O:9][CH:8]([C:43]([CH3:54])=[CH:44][CH:45]2[CH2:50][CH2:49][C:48](=[O:51])[CH:47]([O:52][CH3:53])[CH2:46]2)[CH:7]([CH3:55])[CH:6]([O:56][Si](C(C)C)(C(C)C)C(C)C)[CH2:5][C:4]1=[O:67])[CH3:2].C1C=CN=CC=1.F>O1CCCC1>[CH2:1]([CH:3]1[CH:29]=[C:28]([CH3:30])[CH:27]([F:31])[CH:26]([CH3:32])[CH2:25][CH:24]([O:33][CH3:34])[CH:23]2[O:35][C:19]([OH:39])([CH:20]([CH3:38])[CH2:21][CH:22]2[O:36][CH3:37])[C:18](=[O:40])[C:17](=[O:41])[N:16]2[CH:11]([CH2:12][CH2:13][CH2:14][CH2:15]2)[C:10](=[O:42])[O:9][CH:8]([C:43]([CH3:54])=[CH:44][CH:45]2[CH2:50][CH2:49][C:48](=[O:51])[CH:47]([O:52][CH3:53])[CH2:46]2)[CH:7]([CH3:55])[CH:6]([OH:56])[CH2:5][C:4]1=[O:67])[CH3:2] |f:1.2|. Reported procedure: To a stirred solution of 17-ethyl-20-fluoro-1-hydroxy-12-[2'-(3"-methoxy-4"-oxocyclohexyl)-1'-methylvinyl]-14-triisopropylsilyloxy-23,25-dimethoxy-13,19,21,27-tetramethyl-11,18-dioxa-4-azatricyclo[22.3.1.04,9 ]-octacos-18-ene-2,3,10, 16-tetraone from Example 23 (870 mg) in tetrahydrofuran (20 ml) contained in a polypropylene vial is added 4 ml of an HF-pyridine solution in tetrahydrofuran and the mixture was stirred at room temperature. The reaction mixture is quenched with sat'd aqueous sodium ... Starting materials: O=C1Cc2cc(Br)ccc2N1, Cc1c(C=O)[nH]c2c1C(=O)N(CCN1CCCC1)CCC2. The product is Cc1c(C=C2C(=O)Nc3ccc(Br)cc32)[nH]c2c1C(=O)N(CCN1CCCC1)CCC2. RXN SMILES: [Br:22][c:23]1[cH:24][c:25]2[c:29]([cH:30][cH:31]1)[NH:28][C:27](=[O:32])[CH2:26]2.[CH3:1][c:2]1[c:3]([CH:20]=[O:21])[nH:4][c:5]2[c:6]1[C:7](=[O:19])[N:8]([CH2:12][CH2:13][N:14]1[CH2:15][CH2:16][CH2:17][CH2:18]1)[CH2:9][CH2:10][CH2:11]2>>[CH3:1][c:2]1[c:3]([CH:20]=[C:26]2[c:25]3[cH:24][c:23]([Br:22])[cH:31][cH:30][c:29]3[NH:28][C:27]2=[O:32])[nH:4][c:5]2[c:6]1[C:7](=[O:19])[N:8]([CH2:12][CH2:13][N:14]1[CH2:15][CH2:16][CH2:17][CH2:18]1)[CH2:9][CH2:10][CH2:11]2.